From a dataset of the Open Reaction Database (ORD), a public repository of structured organic reaction records. describe an organic reaction: reactants, conditions, products, and yield Yields the product C1(=CC=CC=C1)C1=C(OC=2N=CNC(C21)=O)C2=CC=C(C=C2)OCCN2CCCC2 (5-phenyl-6-(4-(2-(pyrrolidin-1-yl)ethoxy)phenyl)furo[2,3-d]pyrimidin-4 (3H)-one). Procedure details: Into a 16×100 mm vial sparged with argon was placed 6-bromo-5-phenylfuro[2,3-d]pyrimidin-4 (3H)-one 45 (250 mg, 0.859 mmol), 1-(2-(4-(4,4,5,5-tetramethyl-1,3,2-dioxaborolan-2-yl)phenoxy)ethyl)pyrrolidine (409 mg, 1.29 mmol), palladiumtetrakistriphenylphosphine (100 mg, 0.086 mmol), potassium carbonate (1.18 g, 8.59 mmol), DME (4 mL), and water (1 mL). The vial was capped and heated to 75° C. for 20 hours. Reactants: BrC1=C(C2=C(N=CNC2=O)O1)C1=CC=CC=C1 (6-bromo-5-phenylfuro[2,3-d]pyrimidin-4 (3H)-one), C([O-])([O-])=O.[K+].[K+] (potassium carbonate), COCCOC (DME), CC1(OB(OC1(C)C)C1=CC=C(OCCN2CCCC2)C=C1)C (1-(2-(4-(4,4,5,5-tetramethyl-1,3,2-dioxaborolan-2-yl)phenoxy)ethyl)pyrrolidine), palladiumtetrakistriphenylphosphine. The solvent is O (water). Run at temperature 75 celsius. RXN SMILES: Br[C:2]1[O:11][C:5]2[N:6]=[CH:7][NH:8][C:9](=[O:10])[C:4]=2[C:3]=1[C:12]1[CH:17]=[CH:16][CH:15]=[CH:14][CH:13]=1.CC1(C)C(C)(C)OB([C:26]2[CH:39]=[CH:38][C:29]([O:30][CH2:31][CH2:32][N:33]3[CH2:37][CH2:36][CH2:35][CH2:34]3)=[CH:28][CH:27]=2)O1.C(=O)([O-])[O-].[K+].[K+].COCCOC>O>[C:12]1([C:3]2[C:4]3[C:9](=[O:10])[NH:8][CH:7]=[N:6][C:5]=3[O:11][C:2]=2[C:26]2[CH:27]=[CH:28][C:29]([O:30][CH2:31][CH2:32][N:33]3[CH2:34][CH2:35][CH2:36][CH2:37]3)=[CH:38][CH:39]=2)[CH:17]=[CH:16][CH:15]=[CH:14][CH:13]=1 |f:2.3.4|. Reactants: C1CSCCN1, COC(=O)c1cccc(-c2cnc(C(=O)CCc3ccc(-c4ccc(C=O)cc4)cc3)o2)n1, CC(Cl)Cl. Product: COC(=O)c1cccc(-c2cnc(C(=O)CCc3ccc(-c4ccc(CN5CCSCC5)cc4)cc3)o2)n1. Reaction SMILES: [CH2:34]1[CH2:35][S:36][CH2:37][CH2:38][NH:39]1.[CH:1](=[O:2])[c:3]1[cH:4][cH:5][c:6](-[c:9]2[cH:10][cH:11][c:12]([CH2:15][CH2:16][C:17](=[O:18])[c:19]3[o:20][c:21](-[c:24]4[cH:25][cH:26][cH:27][c:28]([C:30](=[O:31])[O:32][CH3:33])[n:29]4)[cH:22][n:23]3)[cH:13][cH:14]2)[cH:7][cH:8]1.[Cl:40][CH:41]([Cl:42])[CH3:43]>>[CH2:1]([c:3]1[cH:4][cH:5][c:6](-[c:9]2[cH:10][cH:11][c:12]([CH2:15][CH2:16][C:17](=[O:18])[c:19]3[o:20][c:21](-[c:24]4[cH:25][cH:26][cH:27][c:28]([C:30](=[O:31])[O:32][CH3:33])[n:29]4)[cH:22][n:23]3)[cH:13][cH:14]2)[cH:7][cH:8]1)[N:39]1[CH2:34][CH2:35][S:36][CH2:37][CH2:38]1. Reactants: COC(CC1=CC(=C(C(=C1)Br)OC1=C(C=C(C(=C1)C(C)C)OC)C(C1=CC=CC=C1)=O)Br)=O ((4-(2-Benzoyl-5-isopropyl-4-methoxy-phenoxy)-3,5-dibromo-phenyl)-acetic acid methyl ester), B(Br)(Br)Br (BBr3). Run in C(Cl)Cl (CH2Cl2). Yields the product COC(CC1=CC(=C(C(=C1)Br)OC1=C(C=C(C(=C1)C(C)C)O)C(C1=CC=CC=C1)=O)Br)=O ((4-(2-Benzoyl-5-isopropyl-4-hydroxy-phenoxy)-3,5-dibromo-phenyl)-acetic acid methyl ester). Yield: 72.2%. As a reaction SMILES: [CH3:1][O:2][C:3](=[O:33])[CH2:4][C:5]1[CH:10]=[C:9]([Br:11])[C:8]([O:12][C:13]2[CH:18]=[C:17]([CH:19]([CH3:21])[CH3:20])[C:16]([O:22]C)=[CH:15][C:14]=2[C:24](=[O:31])[C:25]2[CH:30]=[CH:29][CH:28]=[CH:27][CH:26]=2)=[C:7]([Br:32])[CH:6]=1.B(Br)(Br)Br>C(Cl)Cl>[CH3:1][O:2][C:3](=[O:33])[CH2:4][C:5]1[CH:10]=[C:9]([Br:11])[C:8]([O:12][C:13]2[CH:18]=[C:17]([CH:19]([CH3:21])[CH3:20])[C:16]([OH:22])=[CH:15][C:14]=2[C:24](=[O:31])[C:25]2[CH:26]=[CH:27][CH:28]=[CH:29][CH:30]=2)=[C:7]([Br:32])[CH:6]=1. Reported procedure: (4-(2-Benzoyl-5-isopropyl-4-methoxy-phenoxy)-3,5-dibromo-phenyl)-acetic acid methyl ester (100 mg, 0.17 mmol) in 5 ml CH2Cl2 was cooled to −20° C. BBr3 (0.52 ml, 3 eq) was added dropwise and the reaction was allowed to reach room temperature and then poured into ice. The two phases were separated and the water phase extracted with CH2Cl2. The combined organic phases were dried over MgSO4 and concentrated. Purification on silica gel gave 69mg (71%) (4-(2-Benzoyl-5-isopropyl-4-hydroxy-phenoxy)-3,5... Starting materials: CC1=CC=CC1 (methylcyclopentadiene), [Na] (sodium), CC(CCC(C)=O)=O (2,5-hexanedione). Run in CO (methanol), CO (methanol). Conditions: time 4 hour. The product is CC1=CCC2=C(C=CC(=C12)C)C (3,4,7-trimethylindene), CC=1CC2=C(C=CC(=C2C1)C)C (2,4,7-trimethylindene). Yield: 2.0%. As a reaction SMILES: [CH3:1][C:2]1[CH2:6][CH:5]=[CH:4][CH:3]=1.[Na].[CH3:8][C:9](=O)[CH2:10][CH2:11][C:12](=O)[CH3:13]>CO>[CH3:1][C:2]1[C:6]2[C:5](=[C:9]([CH3:8])[CH:10]=[CH:11][C:12]=2[CH3:13])[CH2:4][CH:3]=1.[CH3:1][C:2]1[CH2:6][C:5]2[C:4]([CH:3]=1)=[C:12]([CH3:13])[CH:11]=[CH:10][C:9]=2[CH3:8] |^1:6|. Procedure details: 10.0 g (125 mmol) of methylcyclopentadiene were first added dropwise at 0° C. to a solution of 6.4 g (280 mmol) of sodium in 100 ml of methanol. This mixture was added dropwise at room temperature to a solution of 13.1 ml (112 mmol) of 2,5-hexanedione in 50 ml of methanol in the course of 1 hour. After the mixture had been stirred at room temperature for 4 hours, it was poured onto ice-water and acidified to pH 2. Hereafter, it was extracted with diethyl ether, dried over Na2SO4 and evaporated. ... Reactants: ClC1=C(C(=O)C2=C(C=CC=C2)NS(=O)(=O)C2=CC=C(C(=O)NCC(=O)O)C=C2)C=CC(=C1)Cl ({4-[2-(2,4-dichloro-benzoyl)-phenylsulfamoyl]-benzoylamino}-acetic acid), C(C)(C)(C)OC(=O)N1CCNCC1 (piperazine-1-carboxylic acid tert-butyl ester). Yields the product Cl.ClC1=C(C(=O)C2=C(C=CC=C2)NS(=O)(=O)C2=CC=C(C(=O)NCC(N3CCNCC3)=O)C=C2)C=CC(=C1)Cl (4-[2-(2,4-Dichloro-benzoyl)-phenylsulfamoyl]-N-(2-oxo-2-piperazin-1-yl-ethyl)-benzamide hydrochloride). RXN SMILES: [Cl:1][C:2]1[CH:32]=[C:31]([Cl:33])[CH:30]=[CH:29][C:3]=1[C:4]([C:6]1[CH:11]=[CH:10][CH:9]=[CH:8][C:7]=1[NH:12][S:13]([C:16]1[CH:28]=[CH:27][C:19]([C:20]([NH:22][CH2:23][C:24](O)=[O:25])=[O:21])=[CH:18][CH:17]=1)(=[O:15])=[O:14])=[O:5].C(OC([N:41]1[CH2:46][CH2:45][NH:44][CH2:43][CH2:42]1)=O)(C)(C)C>>[ClH:1].[Cl:1][C:2]1[CH:32]=[C:31]([Cl:33])[CH:30]=[CH:29][C:3]=1[C:4]([C:6]1[CH:11]=[CH:10][CH:9]=[CH:8][C:7]=1[NH:12][S:13]([C:16]1[CH:28]=[CH:27][C:19]([C:20]([NH:22][CH2:23][C:24](=[O:25])[N:41]2[CH2:46][CH2:45][NH:44][CH2:43][CH2:42]2)=[O:21])=[CH:18][CH:17]=1)(=[O:15])=[O:14])=[O:5] |f:2.3|. Reported procedure: The title compound was prepared from {4-[2-(2,4-dichloro-benzoyl)-phenylsulfamoyl]-benzoylamino}-acetic acid (Example 6.1/c)) and piperazine-1-carboxylic acid tert-butyl ester (Aldrich) according to the method described in Example 11.1. MS (EI) 575.3 (MH+). Starting materials: FC(C(=O)O)(F)F (Trifluoroacetic acid), CN1N(C(C=2[C@H]3CC[C@@](C12)(C3(C)C)C)=O)CC=3C(=NN(C3)C(C3=CC=CC=C3)(C3=CC=CC=C3)C3=CC=CC=C3)C(F)(F)F ((4S,7R)-1,7,8,8-tetramethyl-2-(3-trifluoromethyl-1-trityl-1H-pyrazol-4-ylmethyl)-1,2,4,5,6,7-hexahydro-4,7-methano-indazol-3-one), C(C)[SiH](CC)CC (Triethylsilane). Run in ClCCl (dichloromethane). Run at time 3.5 hour. Yields the product CN1N(C(C=2[C@H]3CC[C@@](C12)(C3(C)C)C)=O)CC=3C(=NNC3)C(F)(F)F ((4S,7R)-1,7,8,8-Tetramethyl-2-(3-trifluoromethyl-1H-pyrazol-4-ylmethyl)-1,2,4,5,6,7-hexahydro-4,7-methano-indazol-3-one). Yield: 69.3%. Reaction SMILES: FC(F)(F)C(O)=O.[CH3:8][N:9]1[C:17]2[C@@:16]3([CH3:21])[C:18]([CH3:20])([CH3:19])[C@H:13]([CH2:14][CH2:15]3)[C:12]=2[C:11](=[O:22])[N:10]1[CH2:23][C:24]1[C:25]([C:48]([F:51])([F:50])[F:49])=[N:26][N:27](C(C2C=CC=CC=2)(C2C=CC=CC=2)C2C=CC=CC=2)[CH:28]=1.C([SiH](CC)CC)C>ClCCl>[CH3:8][N:9]1[C:17]2[C@@:16]3([CH3:21])[C:18]([CH3:19])([CH3:20])[C@H:13]([CH2:14][CH2:15]3)[C:12]=2[C:11](=[O:22])[N:10]1[CH2:23][C:24]1[C:25]([C:48]([F:49])([F:50])[F:51])=[N:26][NH:27][CH:28]=1. Reported procedure: Trifluoroacetic acid (2 mL) was added to a solution of (4S,7R)-1,7,8,8-tetramethyl-2-(3-trifluoromethyl-1-trityl-1H-pyrazol-4-ylmethyl)-1,2,4,5,6,7-hexahydro-4,7-methano-indazol-3-one (210 mg, 0.35 mmol) in dichloromethane (2 mL) and the resulting solution was stirred at room temperature for 3.5 h. Triethylsilane (56 μL, 0.35 mmol) was added and the solution was stirred for 5 min, and then evaporated and held under high vacuum overnight. The residue was taken up in dichloromethane and water and ... The reactants are ClC1=NC2=C(C=CC=C2C(=N1)N1C(C2=CC=CC=C2CC1)CC)OC (2-Chloro-8-Methoxy-4-(1-Ethyl-1,2,3,4-Tetrahydroisoquinoline-2-Yl)Quinazoline), FC1=CC=C(N)C=C1 (4-fluoroaniline). The solvent is CN(C=O)C (dimethyl-formamide). The product is Cl.COC=1C=CC=C2C(=NC(=NC12)NC1=CC=C(C=C1)F)N1C(C2=CC=CC=C2CC1)CC (8-Methoxy-2-(4-Fluorophenyl-Amino)-4-(1-Ethyl-1,2,3,4-Tetrahydroisoquinoline-2-Yl) Quinazoline Hydrochloride). Yield: 56.0%. RXN SMILES: [Cl:1][C:2]1[N:11]=[C:10]([N:12]2[CH2:21][CH2:20][C:19]3[C:14](=[CH:15][CH:16]=[CH:17][CH:18]=3)[CH:13]2[CH2:22][CH3:23])[C:9]2[C:4](=[C:5]([O:24][CH3:25])[CH:6]=[CH:7][CH:8]=2)[N:3]=1.[F:26][C:27]1[CH:33]=[CH:32][C:30]([NH2:31])=[CH:29][CH:28]=1>CN(C)C=O>[ClH:1].[CH3:25][O:24][C:5]1[CH:6]=[CH:7][CH:8]=[C:9]2[C:4]=1[N:3]=[C:2]([NH:31][C:30]1[CH:32]=[CH:33][C:27]([F:26])=[CH:28][CH:29]=1)[N:11]=[C:10]2[N:12]1[CH2:21][CH2:20][C:19]2[C:14](=[CH:15][CH:16]=[CH:17][CH:18]=2)[CH:13]1[CH2:22][CH3:23] |f:3.4|. Procedure details: In accordance with the same procedures as in Example 18, except that to a mixture of 1.50 g of the compound (4.63 mM) prepared in Example 10 and 15 ml of dimethyl-formamide, 0.65 ml of 4-fluoroaniline(6.95 mM) was added, 1.20 g of the title compound was prepared. Starting materials: C1(=CC=CC=C1)NN (phenylhydrazine), ClC1=CC=C2C(=C(N(C2=C1)C)C(=O)OCC)C(C(=O)OCC)=O (ethyl 6-chloro-2-(ethoxycarbonyl)-1-methyl-α-oxo-1H-indole-3-acetate), ClCCl (dichloromethane), O (water). Solvent: C(C)(=O)O (acetic acid). Reaction conditions: time 30 minute. Product: ClC=1C=CC=2C3=C(N(C2C1)C)C(N(N=C3C(=O)OCC)C3=CC=CC=C3)=O (Ethyl 7-chloro-5-methyl-4-oxo-3-phenyl-3,5-dihydro-4H-pyridazino[4,5-b]indole-1-carboxylate). Yield: 78.7%. Reaction SMILES: [C:1]1([NH:7][NH2:8])[CH:6]=[CH:5][CH:4]=[CH:3][CH:2]=1.[Cl:9][C:10]1[CH:18]=[C:17]2[C:13]([C:14]([C:25](=O)[C:26]([O:28][CH2:29][CH3:30])=[O:27])=[C:15]([C:20](OCC)=[O:21])[N:16]2[CH3:19])=[CH:12][CH:11]=1.ClCCl.O>C(O)(=O)C>[Cl:9][C:10]1[CH:11]=[CH:12][C:13]2[C:14]3[C:25]([C:26]([O:28][CH2:29][CH3:30])=[O:27])=[N:8][N:7]([C:1]4[CH:6]=[CH:5][CH:4]=[CH:3][CH:2]=4)[C:20](=[O:21])[C:15]=3[N:16]([CH3:19])[C:17]=2[CH:18]=1. Reported procedure: 4 ml (40.6 mmol) of phenylhydrazine are added at room temperature to a solution of 4.6 g (13.6 mmol) of ethyl 6-chloro-2-(ethoxycarbonyl)-1-methyl-α-oxo-1H-indole-3-acetate in 120 ml of acetic acid. The reaction mixture is stirred for 30 min at room temperature and then for 4 hours at reflux. The mixture is cooled and 350 ml of dichloromethane and 100 ml of water are added. The organic phase is separated by settling, washed with a saturated aqueous sodium hydrogencarbonate solution and then with...